Task: describe an organic reaction: reactants, conditions, products, and yield. Dataset: the Open Reaction Database (ORD), a public repository of structured organic reaction records Starting materials: FC1=CC=C(C=C1)C=1OC2=C(C1C(=O)NC)C=C(C(=C2)N(S(=O)(=O)C)C)C2=CC(=CC=C2)B2OC(C(O2)(C)C)(C)C (2-(4-fluorophenyl)-N-methyl-6-(N-methylmethylsulfonamido)-5-(3-(4,4,5,5-tetramethyl-1,3,2-dioxaborolan-2-yl)phenyl)benzofuran-3-carboxamide), ClC=1C=CC2=C(C=3N(CO2)C2=C(N3)C=CC=C2)C1 (2-chloro-6H-benzo[e]benzo[4,5]imidazo[1,2-c][1,3]oxazine), CC(C)C1=CC(=C(C(=C1)C(C)C)C2=C(C=CC=C2)P(C3CCCCC3)C4CCCCC4)C(C)C (X-Phos), [O-]P(=O)([O-])[O-].[K+].[K+].[K+] (K3PO4). The reagents and catalysts are C=1C=CC(=CC1)/C=C/C(=O)/C=C/C2=CC=CC=C2.C=1C=CC(=CC1)/C=C/C(=O)/C=C/C2=CC=CC=C2.C=1C=CC(=CC1)/C=C/C(=O)/C=C/C2=CC=CC=C2.[Pd].[Pd] (Pd2(dba)3). Solvent: O1CCOCC1 (dioxane), O (H2O). Conditions: temperature 100 celsius, time 15 hour. Yields the product C1=C(C=CC2=C1C=1N(CO2)C2=C(N1)C=CC=C2)C=2C(=CC1=C(C(=C(O1)C1=CC=C(C=C1)F)C(=O)NC)C2)N(S(=O)(=O)C)C (5-(6H-benzo[e]benzo[4,5]imidazo[1,2-c][1,3]oxazin-2-yl)-2-(4-fluorophenyl)-N-methyl-6-(N-methylmethylsulfonamido)benzofuran-3-carboxamide). Isolated yield 21.9%. As a reaction SMILES: [F:1][C:2]1[CH:7]=[CH:6][C:5]([C:8]2[O:9][C:10]3[CH:20]=[C:19]([N:21]([CH3:26])[S:22]([CH3:25])(=[O:24])=[O:23])[C:18](C4C=CC=C(B5OC(C)(C)C(C)(C)O5)C=4)=[CH:17][C:11]=3[C:12]=2[C:13]([NH:15][CH3:16])=[O:14])=[CH:4][CH:3]=1.Cl[C:43]1[CH:44]=[CH:45][C:46]2[O:51][CH2:50][N:49]3[C:52]4[CH:58]=[CH:57][CH:56]=[CH:55][C:53]=4[N:54]=[C:48]3[C:47]=2[CH:59]=1.CC(C1C=C(C(C)C)C(C2C=CC=CC=2P(C2CCCCC2)C2CCCCC2)=C(C(C)C)C=1)C.[O-]P([O-])([O-])=O.[K+].[K+].[K+]>O1CCOCC1.C1C=CC(/C=C/C(/C=C/C2C=CC=CC=2)=O)=CC=1.C1C=CC(/C=C/C(/C=C/C2C=CC=CC=2)=O)=CC=1.C1C=CC(/C=C/C(/C=C/C2C=CC=CC=2)=O)=CC=1.[Pd].[Pd].O>[CH:59]1[C:47]2[C:48]3[N:49]([C:52]4[CH:58]=[CH:57][CH:56]=[CH:55][C:53]=4[N:54]=3)[CH2:50][O:51][C:46]=2[CH:45]=[CH:44][C:43]=1[C:18]1[C:19]([N:21]([CH3:26])[S:22]([CH3:25])(=[O:24])=[O:23])=[CH:20][C:10]2[O:9][C:8]([C:5]3[CH:4]=[CH:3][C:2]([F:1])=[CH:7][CH:6]=3)=[C:12]([C:13]([NH:15][CH3:16])=[O:14])[C:11]=2[CH:17]=1 |f:3.4.5.6,8.9.10.11.12|. Procedure: To a degassed solution of 2-(4-fluorophenyl)-N-methyl-6-(N-methylmethylsulfonamido)-5-(3-(4,4,5,5-tetramethyl-1,3,2-dioxaborolan-2-yl)phenyl)benzofuran-3-carboxamide (117 mg, 0.23 mmol) and 2-chloro-6H-benzo[e]benzo[4,5]imidazo[1,2-c][1,3]oxazine (60 mg, 0.23 mmol) in dioxane:H2O (2 mL:0.5 mL) was added Pd2(dba)3 (21 mg, 0.02 mmol), X-Phos (22 mg, 0.05 mmol) and K3PO4 (184 mg, 0.69 mmol) under N2. The mixture was heated to 100° C. and stirred for about 15 hours. The reaction mixture was cooled t... The reactants are I.COC=1C=C(C=CC1N1N=C(N=C1)C)NC(=N)SC (Methyl 3-methoxy-4-(3-methyl-1H-1,2,4-triazol-1-yl)phenylcarbamimidothioate, hydroiodide), ClCCCCC(C(=O)O)C1=CC=C(C=C1)OC(F)F (6-chloro-2-(4-(difluoromethoxy)phenyl)hexanoic acid), NN (hydrazine). Reported procedure: Methyl 3-methoxy-4-(3-methyl-1H-1,2,4-triazol-1-yl)phenylcarbamimidothioate, hydroiodide (0.250 g, 0.617 mmol), from preparation F) and 6-chloro-2-(4-(difluoromethoxy)phenyl)hexanoic acid (0.271 g, 0.925 mmol, from preparation AZ) were coupled and then reacted with hydrazine (0.078 mL, 2.47 mmol) using a procedure analogous to Step A of Example 13. After an aqueous workup, 5-(5-chloro-1-(4-(difluoromethoxy)phenyl)pentyl)-N-(3-methoxy-4-(3-methyl-1H-1,2,4-triazol-1-yl)phenyl)-1H-1,2,4-triazol-3-a... As a reaction SMILES: I.[CH3:2][O:3][C:4]1[CH:5]=[C:6]([NH:16][C:17](SC)=[NH:18])[CH:7]=[CH:8][C:9]=1[N:10]1[CH:14]=[N:13][C:12]([CH3:15])=[N:11]1.[Cl:21][CH2:22][CH2:23][CH2:24][CH2:25][CH:26]([C:30]1[CH:35]=[CH:34][C:33]([O:36][CH:37]([F:39])[F:38])=[CH:32][CH:31]=1)[C:27](O)=O.[NH2:40][NH2:41]>>[Cl:21][CH2:22][CH2:23][CH2:24][CH2:25][CH:26]([C:27]1[NH:41][N:40]=[C:17]([NH:16][C:6]2[CH:7]=[CH:8][C:9]([N:10]3[CH:14]=[N:13][C:12]([CH3:15])=[N:11]3)=[C:4]([O:3][CH3:2])[CH:5]=2)[N:18]=1)[C:30]1[CH:35]=[CH:34][C:33]([O:36][CH:37]([F:38])[F:39])=[CH:32][CH:31]=1 |f:0.1|. The product is ClCCCCC(C1=CC=C(C=C1)OC(F)F)C1=NC(=NN1)NC1=CC(=C(C=C1)N1N=C(N=C1)C)OC (5-(5-chloro-1-(4-(difluoromethoxy)phenyl)pentyl)-N-(3-methoxy-4-(3-methyl-1H-1,2,4-triazol-1-yl)phenyl)-1H-1,2,4-triazol-3-amine). The reactants are [BH4-], NNC(=O)c1ccccc1, CN1CCC(=O)CC1, CO, [Na+]. Product: CN1CCC(NNC(=O)c2ccccc2)CC1. Reaction SMILES: [BH4-:19].[C:1]([c:2]1[cH:3][cH:4][cH:5][cH:6][cH:7]1)(=[O:8])[NH:9][NH2:10].[CH3:11][N:12]1[CH2:13][CH2:14][C:15](=[O:18])[CH2:16][CH2:17]1.[CH3:21][OH:22].[Na+:20]>>[C:1]([c:2]1[cH:3][cH:4][cH:5][cH:6][cH:7]1)(=[O:8])[NH:9][NH:10][CH:15]1[CH2:14][CH2:13][N:12]([CH3:11])[CH2:17][CH2:16]1. The reactants are COc1cccc(C)c1, ClCc1ccccc1, [Na+], [OH-], O, O=C(O)c1ccccc1. Yields the product O=C(OCc1ccccc1)c1ccccc1. RXN SMILES: [CH3:20][c:21]1[cH:22][c:23]([O:24][CH3:25])[cH:26][cH:27][cH:28]1.[Cl:12][CH2:13][c:14]1[cH:15][cH:16][cH:17][cH:18][cH:19]1.[Na+:11].[OH-:10].[OH2:29].[OH:1][C:2](=[O:3])[c:4]1[cH:5][cH:6][cH:7][cH:8][cH:9]1>>[O:1]([C:2](=[O:3])[c:4]1[cH:5][cH:6][cH:7][cH:8][cH:9]1)[CH2:13][c:14]1[cH:15][cH:16][cH:17][cH:18][cH:19]1. Starting materials: CC(C)(C)[Si](C)(C)OCCCc1ccccc1F, C1CCOC1, CN(C)CCN(C)CCN(C)C, [Li]C(C)CC, CN(C)C=O. Yields the product CC(C)(C)[Si](C)(C)OCCCc1cccc(C=O)c1F. RXN SMILES: [C:1]([CH3:2])([CH3:3])([CH3:4])[Si:5]([CH3:6])([CH3:7])[O:8][CH2:9][CH2:10][CH2:11][c:12]1[c:13]([F:18])[cH:14][cH:15][cH:16][cH:17]1.[CH2:41]1[O:42][CH2:43][CH2:44][CH2:45]1.[CH3:24][N:25]([CH3:26])[CH2:27][CH2:28][N:29]([CH3:30])[CH2:31][CH2:32][N:33]([CH3:34])[CH3:35].[CH:19]([Li:20])([CH2:21][CH3:22])[CH3:23].[O:36]=[CH:37][N:38]([CH3:39])[CH3:40]>>[C:1]([CH3:2])([CH3:3])([CH3:4])[Si:5]([CH3:6])([CH3:7])[O:8][CH2:9][CH2:10][CH2:11][c:12]1[c:13]([F:18])[c:14]([CH:37]=[O:36])[cH:15][cH:16][cH:17]1.